From a dataset of the Open Reaction Database (ORD), a public repository of structured organic reaction records. describe an organic reaction: reactants, conditions, products, and yield Starting materials: FC=1C=C(C=CC1F)/C=C/C(=O)N1CCN(C(CC1)=O)CC1OC1 ((rac)-1-[(E)-3-(3,4-difluoro-phenyl)-acryloyl]-4-oxiranylmethyl-[1,4]diazepan-5-one), N1CCCCC1 (piperidine). The product is FC=1C=C(C=CC1F)/C=C/C(=O)N1CCN(C(CC1)=O)CC(CN1CCCCC1)O ((rac)-1-[(E)-3-(3,4-Difluoro-phenyl)-acryloyl]-4-(2-hydroxy-3-piperidin-1-yl-propyl)-[1,4]diazepan-5-one). RXN SMILES: [F:1][C:2]1[CH:3]=[C:4](/[CH:9]=[CH:10]/[C:11]([N:13]2[CH2:19][CH2:18][C:17](=[O:20])[N:16]([CH2:21][CH:22]3[CH2:24][O:23]3)[CH2:15][CH2:14]2)=[O:12])[CH:5]=[CH:6][C:7]=1[F:8].[NH:25]1[CH2:30][CH2:29][CH2:28][CH2:27][CH2:26]1>>[F:1][C:2]1[CH:3]=[C:4](/[CH:9]=[CH:10]/[C:11]([N:13]2[CH2:19][CH2:18][C:17](=[O:20])[N:16]([CH2:21][CH:22]([OH:23])[CH2:24][N:25]3[CH2:30][CH2:29][CH2:28][CH2:27][CH2:26]3)[CH2:15][CH2:14]2)=[O:12])[CH:5]=[CH:6][C:7]=1[F:8]. Reported procedure: In analogy to the procedure described for example 166B, (rac)-1-[(E)-3-(3,4-difluoro-phenyl)-acryloyl]-4-oxiranylmethyl-[1,4]diazepan-5-one and piperidine gave the title compound as light yellow viscous oil. MS: 422.2 (MH+). The reactants are CCOC(=O)C=C(C)C=CC=C(C)C=Cc1c(C)cc(OC(F)(F)F)c(C)c1C, CCCCCC, C1COCCO1, O=S(=O)(O)O. Yields the product CC(C=Cc1c(C)cc(OC(F)(F)F)c(C)c1C)=CC=CC(C)=CC(=O)O. Reaction SMILES: [CH2:1]([CH3:2])[O:3][C:4]([CH:5]=[C:6]([CH:7]=[CH:8][CH:9]=[C:10]([CH:11]=[CH:12][c:13]1[c:14]([CH3:26])[c:15]([CH3:25])[c:16]([O:20][C:21]([F:22])([F:23])[F:24])[cH:17][c:18]1[CH3:19])[CH3:27])[CH3:28])=[O:29].[CH3:41][CH2:42][CH2:43][CH2:44][CH2:45][CH3:46].[O:30]1[CH2:31][CH2:32][O:33][CH2:34][CH2:35]1.[S:36](=[O:37])(=[O:38])([OH:39])[OH:40]>>[O:3]=[C:4]([CH:5]=[C:6]([CH:7]=[CH:8][CH:9]=[C:10]([CH:11]=[CH:12][c:13]1[c:14]([CH3:26])[c:15]([CH3:25])[c:16]([O:20][C:21]([F:22])([F:23])[F:24])[cH:17][c:18]1[CH3:19])[CH3:27])[CH3:28])[OH:29]. The reactants are O=C(O)Cc1ccc([N+](=O)[O-])c(Oc2cc(Cl)cc(Br)c2)c1F, CC#N. Yields the product Cc1ccc([N+](=O)[O-])c(Oc2cc(Cl)cc(Br)c2)c1F. As a reaction SMILES: [Br:1][c:2]1[cH:3][c:4]([O:9][c:10]2[c:11]([F:23])[c:12]([CH2:19][C:20]([OH:21])=[O:22])[cH:13][cH:14][c:15]2[N+:16](=[O:17])[O-:18])[cH:5][c:6]([Cl:8])[cH:7]1.[CH3:24][C:25]#[N:26]>>[Br:1][c:2]1[cH:3][c:4]([O:9][c:10]2[c:11]([F:23])[c:12]([CH3:19])[cH:13][cH:14][c:15]2[N+:16](=[O:17])[O-:18])[cH:5][c:6]([Cl:8])[cH:7]1. The reactants are COC1=CC(=NC(=C1)C(=O)N)C(=O)N (4-methoxypyridine-2,6-dicarboxamide), FC(C(=O)OC(C(F)(F)F)=O)(F)F (trifluoroacetic anhydride), N1=CC=CC=C1 (pyridine). Run in ClCCl (dichloromethane), ClCCl (dichloromethane). Run at time 8 hour. Product: C(#N)C1=NC(=CC(=C1)OC)C#N (2,6-dicyano-4-methoxypyridine). The yield is 63.0%. RXN SMILES: [CH3:1][O:2][C:3]1[CH:8]=[C:7]([C:9]([NH2:11])=O)[N:6]=[C:5]([C:12]([NH2:14])=O)[CH:4]=1.FC(F)(F)C(OC(=O)C(F)(F)F)=O.N1C=CC=CC=1>ClCCl>[C:9]([C:7]1[CH:8]=[C:3]([O:2][CH3:1])[CH:4]=[C:5]([C:12]#[N:14])[N:6]=1)#[N:11]. Procedure details: 4-methoxypyridine-2,6-dicarboxamide (900 mg, 4.6 mmol) was mixed with trifluoroacetic anhydride (2.32 g, 11.1 mmol) and pyridine (1.6 g, 20.2 mmol) in dichloromethane (20 mL) and stirred overnight at room temperature. The reaction mixture was diluted with dichloromethane and washed with water. Standard work up, afforded 461 mg of 2,6-dicyano-4-methoxypyridine.2,6-Dicyano-4-methoxypyridine (460 mg, 2.89 mmol) and 5M hydroxylamine hydrochloride (0.578 mL, 2.89 mmol) in ethanol (3 mL) and 1N sodium... The reactants are Cc1ccc(CC2CCN(C(=O)C(=O)O)CC2)cc1, CC(C)O, Nc1ccc2c(c1)CS(=O)(=O)N2. Product: Cc1ccc(CC2CCN(C(=O)C(=O)Nc3ccc4c(c3)CS(=O)(=O)N4)CC2)cc1. Reaction SMILES: [CH3:1][c:2]1[cH:3][cH:4][c:5]([CH2:6][CH:7]2[CH2:8][CH2:9][N:10]([C:13]([C:14](=[O:15])[OH:16])=[O:17])[CH2:11][CH2:12]2)[cH:18][cH:19]1.[CH:32]([OH:33])([CH3:34])[CH3:35].[NH2:20][c:21]1[cH:22][cH:23][c:24]2[c:25]([cH:31]1)[CH2:26][S:27](=[O:29])(=[O:30])[NH:28]2>>[CH3:1][c:2]1[cH:3][cH:4][c:5]([CH2:6][CH:7]2[CH2:8][CH2:9][N:10]([C:13]([C:14](=[O:16])[NH:20][c:21]3[cH:22][cH:23][c:24]4[c:25]([cH:31]3)[CH2:26][S:27](=[O:29])(=[O:30])[NH:28]4)=[O:17])[CH2:11][CH2:12]2)[cH:18][cH:19]1.